This data is from the Open Reaction Database (ORD), a public repository of structured organic reaction records. The task is: describe an organic reaction: reactants, conditions, products, and yield Starting materials: ClCCN=C=O (2-chloroethylisocyanate), ClC=1C=CC2=C(C(=NCCN2)C2=CC=CC=C2)C1 (7-chloro-2,3-dihydro-5-phenyl-1H-1,4-benzodiazepine), resultant mixture, ClCCN=C=O (2-chloroethylisocyanate). The solvent is C(Cl)Cl (methylene chloride). Conditions: time 48 hour. The product is ClC=1C=CC2=C(C(=NCCN2C(=O)NCCCl)C2=CC=CC=C2)C1 (7-chloro-N-(2-chloroethyl)-2,3-dihydro-5-phenyl-1H-1,4-benzodiazepine-1-carboxamide). RXN SMILES: [Cl:1][C:2]1[CH:3]=[CH:4][C:5]2[NH:11][CH2:10][CH2:9][N:8]=[C:7]([C:12]3[CH:17]=[CH:16][CH:15]=[CH:14][CH:13]=3)[C:6]=2[CH:18]=1.[Cl:19][CH2:20][CH2:21][N:22]=[C:23]=[O:24]>C(Cl)Cl>[Cl:1][C:2]1[CH:3]=[CH:4][C:5]2[N:11]([C:23]([NH:22][CH2:21][CH2:20][Cl:19])=[O:24])[CH2:10][CH2:9][N:8]=[C:7]([C:12]3[CH:17]=[CH:16][CH:15]=[CH:14][CH:13]=3)[C:6]=2[CH:18]=1. Procedure details: 10 parts of 7-chloro-2,3-dihydro-5-phenyl-1H-1,4-benzodiazepine is dissolved in 75 parts by volume of methylene chloride. To this solution is added 6 parts of 2-chloroethylisocyanate and the resultant mixture left standing at ambient temperature for about 48 hours. Then, additional 2 parts of 2-chloroethylisocyanate is added to the mixture, the mixture heated on a steam bath for about 4 hours and the solvent removed to give a solid. The solid is washed with ether and crystallized from a mixture ... Starting materials: C(C)(=O)O (acetic acid), [Cl-].[Na+] (sodium chloride), BrCC1=C(C=CC=C1Cl)C1=CC=CC=C1 (2-bromomethyl-3-chloro-[1,1'-biphenyl]), C1N2CN3CN1CN(C2)C3 (hexamethylenetetraamine). Solvent: C(Cl)(Cl)Cl (chloroform), O (water). Yields the product ClC1=C(C(=CC=C1)C1=CC=CC=C1)C=O (3-chloro-[1,1'-biphenyl]-2-carboxaldehyde). RXN SMILES: Br[CH2:2][C:3]1[C:8]([Cl:9])=[CH:7][CH:6]=[CH:5][C:4]=1[C:10]1[CH:15]=[CH:14][CH:13]=[CH:12][CH:11]=1.C1N2CN3CN(C2)CN1C3.C(O)(=[O:28])C.[Cl-].[Na+]>C(Cl)(Cl)Cl.O>[Cl:9][C:8]1[CH:7]=[CH:6][CH:5]=[C:4]([C:10]2[CH:15]=[CH:14][CH:13]=[CH:12][CH:11]=2)[C:3]=1[CH:2]=[O:28] |f:3.4|. Procedure details: A stirred solution of 2-bromomethyl-3-chloro-[1,1'-biphenyl] (18.7 g, 0.067 mole) and hexamethylenetetraamine (9.3 g, 0.067 mole) in 200 ml of chloroform was heated at reflux for 221/2 hours. The reaction mixture was cooled and the solvent evaporated under reduced pressure to give a residue. To the residue was added 250 ml of a 1:1 solution of concentrated acetic acid:water. The mixture was heated at reflux for approximately 22 hours, then cooled. The mixture was saturated with sodium chloride a... Reactants: CCOC(=O)CC(=O)OCc1ccccc1, O=[N+]([O-])c1ccc(F)cc1F, [H-], [Na+], CN(C)C=O. Product: CCOC(=O)C(C(=O)OCc1ccccc1)c1ccc([N+](=O)[O-])c(F)c1. RXN SMILES: [C:3]([CH2:4][C:5](=[O:6])[O:7][CH2:8][CH3:9])(=[O:10])[O:11][CH2:12][c:13]1[cH:14][cH:15][cH:16][cH:17][cH:18]1.[F:19][c:20]1[c:21]([N+:27](=[O:28])[O-:29])[cH:22][cH:23][c:24]([F:26])[cH:25]1.[H-:1].[Na+:2].[O:30]=[CH:31][N:32]([CH3:33])[CH3:34]>>[C:3]([CH:4]([C:5](=[O:6])[O:7][CH2:8][CH3:9])[c:24]1[cH:23][cH:22][c:21]([N+:27](=[O:28])[O-:29])[c:20]([F:19])[cH:25]1)(=[O:10])[O:11][CH2:12][c:13]1[cH:14][cH:15][cH:16][cH:17][cH:18]1. Reactants: CC(C)Cc1[nH]nc(C(=O)O)c1[N+](=O)[O-], CN(C)C=O, O=C(Cl)C(=O)Cl, ClCCl. Product: CC(C)Cc1[nH]nc(C(N)=O)c1[N+](=O)[O-]. RXN SMILES: [CH2:7]([CH:8]([CH3:9])[CH3:10])[c:11]1[c:12]([N+:19](=[O:20])[O-:21])[c:13]([C:16](=[O:17])[OH:18])[n:14][nH:15]1.[CH3:22][N:23]([CH3:24])[CH:25]=[O:26].[Cl:1][C:2]([C:3]([Cl:4])=[O:5])=[O:6].[Cl:27][CH2:28][Cl:29]>>[CH2:7]([CH:8]([CH3:9])[CH3:10])[c:11]1[c:12]([N+:19](=[O:20])[O-:21])[c:13]([C:16](=[O:17])[NH2:23])[n:14][nH:15]1. The reactants are CCNCC, ClCCl, CC(=O)O, O=CC1CCCCC1, Cl, [Na+], [OH-]. The product is CCNCC1CCCCC1. Reaction SMILES: [CH2:10]([CH3:11])[NH:12][CH2:13][CH3:14].[CH2:21]([Cl:22])[Cl:23].[CH3:15][C:16](=[O:17])[OH:18].[CH:1]1([CH:7]=[O:8])[CH2:2][CH2:3][CH2:4][CH2:5][CH2:6]1.[ClH:9].[Na+:20].[OH-:19]>>[CH:1]1([CH2:7][NH:12][CH2:10][CH3:11])[CH2:2][CH2:3][CH2:4][CH2:5][CH2:6]1. Reactants: CCOCCn1c(N2CCCNCC2)nc2ccccc21, COc1cc(C(=O)N2CCC(CCOS(C)(=O)=O)(c3cccnc3)C2)cc(OC)c1OC, CC#N, CCN(C(C)C)C(C)C. Yields the product CCOCCn1c(N2CCCN(CCC3(c4cccnc4)CCN(C(=O)c4cc(OC)c(OC)c(OC)c4)C3)CC2)nc2ccccc21. RXN SMILES: [CH2:33]([CH3:34])[O:35][CH2:36][CH2:37][n:38]1[c:39]([N:47]2[CH2:48][CH2:49][NH:50][CH2:51][CH2:52][CH2:53]2)[n:40][c:41]2[c:42]1[cH:43][cH:44][cH:45][cH:46]2.[CH3:1][O:2][c:3]1[cH:4][c:5]([C:6](=[O:7])[N:8]2[CH2:9][C:10]([CH2:13][CH2:14][O:15][S:16]([CH3:17])(=[O:18])=[O:19])([c:20]3[cH:21][n:22][cH:23][cH:24][cH:25]3)[CH2:11][CH2:12]2)[cH:26][c:27]([O:31][CH3:32])[c:28]1[O:29][CH3:30].[CH3:63][C:64]#[N:65].[CH:54]([N:55]([CH2:56][CH3:57])[CH:58]([CH3:59])[CH3:60])([CH3:61])[CH3:62]>>[CH3:1][O:2][c:3]1[cH:4][c:5]([C:6](=[O:7])[N:8]2[CH2:9][C:10]([CH2:13][CH2:14][N:50]3[CH2:49][CH2:48][N:47]([c:39]4[n:38]([CH2:37][CH2:36][O:35][CH2:33][CH3:34])[c:42]5[c:41]([n:40]4)[cH:46][cH:45][cH:44][cH:43]5)[CH2:53][CH2:52][CH2:51]3)([c:20]3[cH:21][n:22][cH:23][cH:24][cH:25]3)[CH2:11][CH2:12]2)[cH:26][c:27]([O:31][CH3:32])[c:28]1[O:29][CH3:30].